Dataset: the Open Reaction Database (ORD), a public repository of structured organic reaction records. Task: describe an organic reaction: reactants, conditions, products, and yield Reactants: N1=CN=CC2=C1SC(=C2)C=O (Thieno[2,3-d]pyrimidine-6-carbaldehyde), N1=CN=CC2=C1SC(=C2)C=O (Thieno[2,3-d]pyrimidine-6-carbaldehyde), COC=1C=C(CN)C=CC1OC (3,4-dimethoxybenzylamine). Isolated yield 100.0%. Yields the product COC=1C=C(CN=CC2=CC3=C(N=CN=C3)S2)C=CC1OC (N-(3,4-dimethoxybenzyl)-N-[thieno[2,3-d]pyrimidin-6-ylmethylidene]amine). Solvent: C(Cl)Cl (DCM). As a reaction SMILES: [N:1]1[C:6]2[S:7][C:8]([CH:10]=O)=[CH:9][C:5]=2[CH:4]=[N:3][CH:2]=1.[CH3:12][O:13][C:14]1[CH:15]=[C:16]([CH:19]=[CH:20][C:21]=1[O:22][CH3:23])[CH2:17][NH2:18]>C(Cl)Cl>[CH3:12][O:13][C:14]1[CH:15]=[C:16]([CH:19]=[CH:20][C:21]=1[O:22][CH3:23])[CH2:17][N:18]=[CH:10][C:8]1[S:7][C:6]2[N:1]=[CH:2][N:3]=[CH:4][C:5]=2[CH:9]=1. Reported procedure: Thieno[2,3-d]pyrimidine-6-carbaldehyde (intermediate 13) (40 mg), 3,4-dimethoxybenzylamine (0.04 ml) and 4 Å molecular sieves (150 mg) were heated at reflux in DCM (5 ml) for 3 hours under an inert atmosphere. The molecular sieves were removed by filtration and the solvent evaporated to afford the title compound as a pale yellow solid (76 mg, 100%); Reactants: CC(C)(C)OC(=O)N1CCCN(c2cncc(Br)c2)CC1, O=C1CCC(=O)N1Br, CC#N. RXN SMILES: [Br:1][c:2]1[cH:3][c:4]([N:8]2[CH2:9][CH2:10][N:11]([C:15](=[O:16])[O:17][C:18]([CH3:19])([CH3:20])[CH3:21])[CH2:12][CH2:13][CH2:14]2)[cH:5][n:6][cH:7]1.[Br:22][N:23]1[C:24](=[O:25])[CH2:26][CH2:27][C:28]1=[O:29].[CH3:30][C:31]#[N:32]>>[Br:1][c:2]1[cH:3][c:4]([N:8]2[CH2:9][CH2:10][N:11]([C:15](=[O:16])[O:17][C:18]([CH3:19])([CH3:20])[CH3:21])[CH2:12][CH2:13][CH2:14]2)[cH:5][n:6][c:7]1[Br:22]. The product is CC(C)(C)OC(=O)N1CCCN(c2cnc(Br)c(Br)c2)CC1. Starting materials: COC=1C=C(N)C=C(C1)OC (3,5-dimethoxyaniline), C(=O)C(C(=O)[O-])C1=CC=CC=C1 (α-formylphenylacetate), C(O)([O-])=O.[Na+] (sodium hydrogen carbonate), C[Si](C)(C)OP(=O)=O (trimethylsilyl polyphosphate), O=P12OP3(=O)OP(=O)(O1)OP(=O)(O2)O3 (P2O5), C[Si](O[Si](C)(C)C)(C)C (hexamethyldisiloxane), final mixture. Solvent: ClCCCl (1,2-dichloroethane). Reaction conditions: time 1 hour. Yields the product COC1=C2C=C(C(NC2=CC(=C1)OC)=O)C1=CC=CC=C1 (5,7-Dimethoxy-3-phenyl-1,2-dihydro-2-quinolinone). Yield: 16.0%. RXN SMILES: [CH3:1][O:2][C:3]1[CH:4]=[C:5]([CH:7]=[C:8]([O:10][CH3:11])[CH:9]=1)[NH2:6].[CH:12]([CH:14]([C:18]1[CH:23]=[CH:22][CH:21]=[CH:20][CH:19]=1)[C:15]([O-])=O)=[O:13].C[Si](OP(=O)=O)(C)C.O=P12OP3(OP(OP(O3)(O1)=O)(=O)O2)=O.C[Si](C)(C)O[Si](C)(C)C.C(=O)([O-])O.[Na+]>ClCCCl>[CH3:11][O:10][C:8]1[CH:9]=[C:3]([O:2][CH3:1])[CH:4]=[C:5]2[C:7]=1[CH:15]=[C:14]([C:18]1[CH:23]=[CH:22][CH:21]=[CH:20][CH:19]=1)[C:12](=[O:13])[NH:6]2 |f:5.6|. Procedure: 1.52 g (9.9 mmol) of 3,5-dimethoxyaniline and 2.30 g (12 mmol, 1.2 eq) of ethyl (α-formylphenylacetate are mixed together in a round-bottomed flask under a nitrogen atmosphere. The medium is stirred for 1 h at room temperature. A solution of trimethylsilyl polyphosphate (PPSE), freshly prepared from 4.56 g (0.03 mol) of P2O5, 10.9 ml (0.17 mol) of hexamethyldisiloxane and 50 ml of 1,2-dichloroethane, is added. The final mixture is maintained at 100° C. for 2 h. The heating is stopped and ice is ... Reactants: C(C)OC(=O)N1C(C2(C(NC(CC2C2=CC(=CC=C2)Cl)=O)C2=C(C=CC=C2)Br)C2=CC=C(C=C12)Cl)=O (racemic (2′S,3R,4′S)-2′-(2-bromophenyl)-6-chloro-4′-(3-chlorophenyl)-2,3-dihydro-2,6′-dioxospiro[indole-3,3′-piperidine]-1-carboxylic acid ethyl ester), [OH-].[Na+] (NaOH), CO (methanol). Product: BrC1=C(C=CC=C1)C1NC(CC(C12C(NC1=CC(=CC=C12)Cl)=O)C1=CC(=CC=C1)Cl)=O (racemic (2′R,3R,4′S)-2′-(2-bromophenyl)-6-chloro-4′-(3-chlorophenyl)spiro[3H-indole-3,3′-piperidine]-2,6′(1H)-dione). Yield: 63.7%. As a reaction SMILES: C(OC([N:6]1[C:34]2[C:29](=[CH:30][CH:31]=[C:32]([Cl:35])[CH:33]=2)[C:8]2([CH:13]([C:14]3[CH:19]=[CH:18][CH:17]=[C:16]([Cl:20])[CH:15]=3)[CH2:12][C:11](=[O:21])[NH:10][CH:9]2[C:22]2[CH:27]=[CH:26][CH:25]=[CH:24][C:23]=2[Br:28])[C:7]1=[O:36])=O)C.[OH-].[Na+].CO>>[Br:28][C:23]1[CH:24]=[CH:25][CH:26]=[CH:27][C:22]=1[CH:9]1[C:8]2([C:29]3[C:34](=[CH:33][C:32]([Cl:35])=[CH:31][CH:30]=3)[NH:6][C:7]2=[O:36])[CH:13]([C:14]2[CH:19]=[CH:18][CH:17]=[C:16]([Cl:20])[CH:15]=2)[CH2:12][C:11](=[O:21])[NH:10]1 |f:1.2|. Procedure: In a manner similar to the method described in example 4d, racemic (2′S,3R,4′S)-2′-(2-bromophenyl)-6-chloro-4′-(3-chlorophenyl)-2,3-dihydro-2,6′-dioxospiro[indole-3,3′-piperidine]-1-carboxylic acid ethyl ester (0.45 g, 0.76 mmol) was reacted with NaOH in methanol (2N, 5 mL, 10 mmol) to give racemic (2′R,3R,4′S)-2′-(2-bromophenyl)-6-chloro-4′-(3-chlorophenyl)spiro[3H-indole-3,3′-piperidine]-2,6′(1H)-dione as a white solid (Yield 0.25 g, 64%). The reactants are CN(C(=O)C1=CC2=C(N=C(N=C2)Cl)N1C1=CC(=CC=C1)C(C)(C)C)C (7-(3-tert-Butyl-phenyl)-2-chloro-7H-pyrrolo[2,3-d]pyrimidine-6-carboxylic acid dimethylamide), C(C)(C)(C)OC(=O)N1C2CN(CC1CC2)C(=O)C=2C=NC(=CC2)N (3-(6-Amino-pyridine-3-carbonyl)-3,8-diaza-bicyclo[3.2.1]octane-8-carboxylic acid tert-butyl ester). Yields the product C(C)(C)(C)OC(=O)N1C2CN(CC1CC2)C(=O)C=2C=NC(=CC2)NC=2N=CC1=C(N2)N(C(=C1)C(N(C)C)=O)C1=CC(=CC=C1)C(C)(C)C (3-{6-[7-(3-tert-Butyl-phenyl)-6-dimethylcarbamoyl-7H-pyrrolo[2,3-d]pyrimidin-2-ylamino]-pyridine-3-carbonyl}-3,8-diaza-bicyclo[3.2.1]octane-8-carboxylic acid tert-butyl ester). The yield is 63.5%. RXN SMILES: [CH3:1][N:2]([CH3:25])[C:3]([C:5]1[N:14]([C:15]2[CH:20]=[CH:19][CH:18]=[C:17]([C:21]([CH3:24])([CH3:23])[CH3:22])[CH:16]=2)[C:8]2[N:9]=[C:10](Cl)[N:11]=[CH:12][C:7]=2[CH:6]=1)=[O:4].[C:26]([O:30][C:31]([N:33]1[CH:38]2[CH2:39][CH2:40][CH:34]1[CH2:35][N:36]([C:41]([C:43]1[CH:44]=[N:45][C:46]([NH2:49])=[CH:47][CH:48]=1)=[O:42])[CH2:37]2)=[O:32])([CH3:29])([CH3:28])[CH3:27]>>[C:26]([O:30][C:31]([N:33]1[CH:34]2[CH2:40][CH2:39][CH:38]1[CH2:37][N:36]([C:41]([C:43]1[CH:44]=[N:45][C:46]([NH:49][C:10]3[N:11]=[CH:12][C:7]4[CH:6]=[C:5]([C:3](=[O:4])[N:2]([CH3:25])[CH3:1])[N:14]([C:15]5[CH:20]=[CH:19][CH:18]=[C:17]([C:21]([CH3:24])([CH3:23])[CH3:22])[CH:16]=5)[C:8]=4[N:9]=3)=[CH:47][CH:48]=1)=[O:42])[CH2:35]2)=[O:32])([CH3:29])([CH3:27])[CH3:28]. Procedure details: Following general N—C coupling procedure 1, 7-(3-tert-Butyl-phenyl)-2-chloro-7H-pyrrolo[2,3-d]pyrimidine-6-carboxylic acid dimethylamide (100 mg, 0.280 mmol, 1.0 eq) was combined with 3-(6-Amino-pyridine-3-carbonyl)-3,8-diaza-bicyclo[3.2.1]octane-8-carboxylic acid tert-butyl ester (93 mg, 0.280 mmol, 1.0 eq) to give 3-{6-[7-(3-tert-Butyl-phenyl)-6-dimethylcarbamoyl-7H-pyrrolo[2,3-d]pyrimidin-2-ylamino]-pyridine-3-carbonyl}-3,8-diaza-bicyclo[3.2.1]octane-8-carboxylic acid tert-butyl ester (116 mg... The reactants are O (water), NCC(=O)O (glycine), C(C)(=O)[O-].[Na+] (sodium acetate), FC1=CC=C(C=O)C=C1 (p-fluorobenzaldehyde). Run in C(C)(=O)OC(C)=O (acetic anhydride). Reaction conditions: time 2 hour. Product: CC=1OC(C(N1)=CC1=CC=C(C=C1)F)=O (2-methyl-4-(4-fluorobenzylidene)-oxazol-5-one). The yield is 78.6%. As a reaction SMILES: [NH2:1][CH2:2][C:3]([OH:5])=[O:4].[C:6]([O-])(=O)[CH3:7].[Na+].[F:11][C:12]1[CH:19]=[CH:18][C:15]([CH:16]=O)=[CH:14][CH:13]=1.O>C(OC(=O)C)(=O)C>[CH3:6][C:7]1[O:4][C:3](=[O:5])[C:2](=[CH:16][C:15]2[CH:18]=[CH:19][C:12]([F:11])=[CH:13][CH:14]=2)[N:1]=1 |f:1.2|. Procedure: With stirring, 7.5 g (0.1 mol) of glycine with 6.2 g (0.075 mol) of anhydrous sodium acetate and 18.6 g (0.15 mol) of p-fluorobenzaldehyde in 60 ml of acetic anhydride are heated to 100° C. After 2 hours, the reaction is cooled and poured into water. The resulting precipitate is filtered off with suction and dried under reduced pressure. 12.1 g (59% of theory) of 2-methyl-4-(4-fluorobenzylidene)-oxazol-5-one of mp. 156° C. are obtained. The reactants are O=C1CCN(c2cccc(C(F)(F)F)c2)CCN1C(CO)CCOCc1ccccc1, CI, [H-], [Na+], CN(C)C=O. Yields the product COCC(CCOCc1ccccc1)N1CCN(c2cccc(C(F)(F)F)c2)CCC1=O. RXN SMILES: [CH2:1]([c:2]1[cH:3][cH:4][cH:5][cH:6][cH:7]1)[O:8][CH2:9][CH2:10][CH:11]([CH2:12][OH:13])[N:14]1[CH2:15][CH2:16][N:17]([c:22]2[cH:23][c:24]([C:28]([F:29])([F:30])[F:31])[cH:25][cH:26][cH:27]2)[CH2:18][CH2:19][C:20]1=[O:21].[CH3:32][I:33].[H-:35].[Na+:34].[O:36]=[CH:37][N:38]([CH3:39])[CH3:40]>>[CH2:1]([c:2]1[cH:3][cH:4][cH:5][cH:6][cH:7]1)[O:8][CH2:9][CH2:10][CH:11]([CH2:12][O:13][CH3:32])[N:14]1[CH2:15][CH2:16][N:17]([c:22]2[cH:23][c:24]([C:28]([F:29])([F:30])[F:31])[cH:25][cH:26][cH:27]2)[CH2:18][CH2:19][C:20]1=[O:21]. As a reaction SMILES: [Br-:1].[CH2:10]1[CH2:12][CH2:11][CH2:13][O:14]1.[CH3:2][c:3]1[c:4]([Mg+:9])[n:5][cH:6][cH:7][cH:8]1.[O:15]=[CH:16][N:17]([CH3:18])[CH3:19]>>[CH3:2][c:3]1[c:4]([CH:13]=[O:14])[n:5][cH:6][cH:7][cH:8]1. Yields the product Cc1cccnc1C=O. Reactants: [Br-], C1CCOC1, Cc1cccnc1[Mg+], CN(C)C=O. Reactants: C(C)(C)(C)OC(CN1C=C(C2=CC(=CC=C12)Cl)C(N)=O)=O ((3-carbamoyl-5-chloro-indol-1-yl)-acetic acid tert-butyl ester), C(=O)(C(F)(F)F)O (TFA), CO (Methanol). Run at time 2 hour. Reaction SMILES: C([O:5][C:6](=[O:21])[CH2:7][N:8]1[C:16]2[C:11](=[CH:12][C:13]([Cl:17])=[CH:14][CH:15]=2)[C:10]([C:18](=[O:20])[NH2:19])=[CH:9]1)(C)(C)C.C(O)(C(F)(F)F)=O.CO>C(Cl)Cl>[C:18]([C:10]1[C:11]2[C:16](=[CH:15][CH:14]=[C:13]([Cl:17])[CH:12]=2)[N:8]([CH2:7][C:6]([OH:21])=[O:5])[CH:9]=1)(=[O:20])[NH2:19]. The product is C(N)(=O)C1=CN(C2=CC=C(C=C12)Cl)CC(=O)O ((3-Carbamoyl-5-chloro-indol-1-yl)-acetic acid). Run in C(Cl)Cl (CH2Cl2). Procedure: To a solution of (3-carbamoyl-5-chloro-indol-1-yl)-acetic acid tert-butyl ester (455 mg, 0.973 mmol) in CH2Cl2 (6.0 mL) was added TFA (3.0 mL) at RT and stirring was continued for 2 h. Methanol was then added to the reaction mixture and volatiles were removed in vacuo. The residue was taken up in methanol and concentrated again under reduced pressure. The residue was dissolved in 1N aqueous NaOH and washed with CH2Cl2 (3×). The water phase was acidified to pH 2 by adding 6N aqueous HCl to form a... Reactants: O=C1C=C(OC2=C1N(C=1C=CC=CC21)C2=CC=CC=C2)C(=O)OCC (ethyl 4,5-dihydro-4-oxo-5-phenylpyrano [3,2-b]indole-2-carboxylate), ice H2O. The solvent is C(C)(=O)O (acetic acid), Cl (hydrochloric acid). Run at time 15 minute. Product: O=C1C=C(OC2=C1N(C=1C=CC=CC21)C2=CC=CC=C2)C(=O)O (4,5-Dihydro-4-oxo-5-phenylpyrano[3,2-b]indole-2-carboxylic acid). Reaction SMILES: [O:1]=[C:2]1[C:7]2[N:8]([C:15]3[CH:20]=[CH:19][CH:18]=[CH:17][CH:16]=3)[C:9]3[CH:10]=[CH:11][CH:12]=[CH:13][C:14]=3[C:6]=2[O:5][C:4]([C:21]([O:23]CC)=[O:22])=[CH:3]1>C(O)(=O)C.Cl>[O:1]=[C:2]1[C:7]2[N:8]([C:15]3[CH:16]=[CH:17][CH:18]=[CH:19][CH:20]=3)[C:9]3[CH:10]=[CH:11][CH:12]=[CH:13][C:14]=3[C:6]=2[O:5][C:4]([C:21]([OH:23])=[O:22])=[CH:3]1. Procedure: A mixture of 1.0 g (0.0033 mole) of ethyl 4,5-dihydro-4-oxo-5-phenylpyrano [3,2-b]indole-2-carboxylate in 10 ml glacial acetic acid and 2.0 ml conc. hydrochloric acid was stirred at reflux for 41/2 hr, then cooled and added to 75 g ice - H2O. The solid was filtered, washed with cold water, then added to a mixture of 35 ml 5% aqueous sodium carbonate and 250 ml water. After filtering by gravity, tha aqueous solution was washed three times with 75 ml chloroform, cooled in ice, and acidified with 4...